From a dataset of the Open Reaction Database (ORD), a public repository of structured organic reaction records. describe an organic reaction: reactants, conditions, products, and yield Reactants: BrC=1C=C(N)C=CC1Br (3,4-dibromoaniline), C([O-])(O)=O.[Na+] (sodium bicarbonate), Cl.ClCCCN(C)C (1-chloro-3-dimethylaminopropane hydrochloride), C([O-])([O-])=O.[Na+].[Na+] (sodium carbonate). The solvent is C1(=CC=CC=C1)C (toluene). The product is CN(CCCNC1=CC(=C(C=C1)Br)Br)C (N,N-dimethyl-(3,4-dibromophenyl)trimethylenediamine). As a reaction SMILES: [Br:1][C:2]1[CH:3]=[C:4]([CH:6]=[CH:7][C:8]=1[Br:9])[NH2:5].Cl.Cl[CH2:12][CH2:13][CH2:14][N:15]([CH3:17])[CH3:16].C(=O)([O-])[O-].[Na+].[Na+].C(=O)(O)[O-].[Na+]>C1(C)C=CC=CC=1>[CH3:16][N:15]([CH3:17])[CH2:14][CH2:13][CH2:12][NH:5][C:4]1[CH:6]=[CH:7][C:8]([Br:9])=[C:2]([Br:1])[CH:3]=1 |f:1.2,3.4.5,6.7|. Procedure details: In the manner given in Example 1, 3,4-dibromoaniline, 1-chloro-3-dimethylaminopropane hydrochloride, sodium carbonate and sodium bicarbonate are heated in toluene to give N,N-dimethyl-(3,4-dibromophenyl)trimethylenediamine. Product: O(C(=S)SC)C1CCCCC1 (Cyclohexyl methyl xanthate). The reactants are O(C(=S)[S-])C1CCCCC1.[Na+] (sodium cyclohexyl xanthate), CI (methyl iodide). As a reaction SMILES: [O:1]([CH:5]1[CH2:10][CH2:9][CH2:8][CH2:7][CH2:6]1)[C:2]([S-:4])=[S:3].[Na+].[CH3:12]I>CO>[O:1]([CH:5]1[CH2:10][CH2:9][CH2:8][CH2:7][CH2:6]1)[C:2]([S:4][CH3:12])=[S:3] |f:0.1|. The solvent is CO (methanol). Reported procedure: 3 g (0.015 mol) of sodium cyclohexyl xanthate is dissolved in 50 ml of dried methanol and heated to reflux with 10.7 g (0.075 mol) of methyl iodide for 1 hour. After cooling, the reaction solution is evaporated by using a rotary evaporator, dissolved in ether/water (50/50), the ether phase being separated and dried with sodium sulfate, purified with active carbon/bleaching earth, and evaporated with the aid of a rotary evaporator. Starting materials: NC1=NNC=2N(C(N(C(C21)=O)CCC)=O)CCCC (3-amino-7-butyl-5-propylpyrazolo[3,4-d]pyrimidine-4,6(5H, 7H)-dione), BrCCCl (1-bromo-2-chloroethane), C([O-])([O-])=O.[K+].[K+] (potassium carbonate). The solvent is CN(C)C=O (DMF). Conditions: time 12 hour. Yields the product NC=1N(N=C2N(C(N(C(C21)=O)CCC)=O)CCCC)CCCl (3-Amino-7-butyl-2-(2-chloroethyl)-5-propyl-2H-pyrazolo[3,4-d]pyrimidine-4,6(5H,7H)-dione). Yield: 66.0%. As a reaction SMILES: [NH2:1][C:2]1[C:10]2[C:9](=[O:11])[N:8]([CH2:12][CH2:13][CH3:14])[C:7](=[O:15])[N:6]([CH2:16][CH2:17][CH2:18][CH3:19])[C:5]=2[NH:4][N:3]=1.Br[CH2:21][CH2:22][Cl:23].C(=O)([O-])[O-].[K+].[K+]>CN(C=O)C>[NH2:1][C:2]1[N:3]([CH2:21][CH2:22][Cl:23])[N:4]=[C:5]2[C:10]=1[C:9](=[O:11])[N:8]([CH2:12][CH2:13][CH3:14])[C:7](=[O:15])[N:6]2[CH2:16][CH2:17][CH2:18][CH3:19] |f:2.3.4|. Procedure details: A mixture of 3-amino-7-butyl-5-propylpyrazolo[3,4-d]pyrimidine-4,6(5H, 7H)-dione(8 g), 1-bromo-2-chloroethane(3.7 ml) and potassium carbonate(6.2 g) in DMF(100 ml) was stirred at 50°-60° C. for 12 hr. The reaction mixture was concentrated to dryness, and the concentrate was extracted with chloroform/water. The chloroform layer was washed with water, dried and concentrated to obtain a brown syrup, which was purified by flash chromatography(silica gel 100 g, chloroform). The purified syrupy produc... The reactants are CN1CCC(CC(N)C(=O)N2CCN(C3CCN(C)CC3)CC2)CC1, Cl, Cl, Cl, Cl, O=C(O)c1ccc2cc[nH]c2c1. The product is CN1CCC(CC(NC(=O)c2ccc3cc[nH]c3c2)C(=O)N2CCN(C3CCN(C)CC3)CC2)CC1. Reaction SMILES: [CH3:5][N:6]1[CH2:7][CH2:8][CH:9]([CH2:12][CH:13]([NH2:14])[C:15](=[O:16])[N:17]2[CH2:18][CH2:19][N:20]([CH:23]3[CH2:24][CH2:25][N:26]([CH3:29])[CH2:27][CH2:28]3)[CH2:21][CH2:22]2)[CH2:10][CH2:11]1.[ClH:1].[ClH:2].[ClH:3].[ClH:4].[nH:30]1[cH:31][cH:32][c:33]2[cH:34][cH:35][c:36]([C:39](=[O:40])[OH:41])[cH:37][c:38]12>>[CH3:5][N:6]1[CH2:7][CH2:8][CH:9]([CH2:12][CH:13]([NH:14][C:39]([c:36]2[cH:35][cH:34][c:33]3[cH:32][cH:31][nH:30][c:38]3[cH:37]2)=[O:40])[C:15](=[O:16])[N:17]2[CH2:18][CH2:19][N:20]([CH:23]3[CH2:24][CH2:25][N:26]([CH3:29])[CH2:27][CH2:28]3)[CH2:21][CH2:22]2)[CH2:10][CH2:11]1. Starting materials: C(/C(/Br)=C(/Br)\C=O)(=O)O (mucobromic acid), FC(C=1C=C(C=CC1)NN)(F)F (3-trifluoromethylphenyl hydrazine). Run in C(C)O (ethanol). The product is FC(C=1C=C(C=CC1)N1N=CC(=C(C1=O)Br)Br)(F)F (1-(3-trifluoromethylphenyl)-4,5-dibromo-1,6-dihydro-6-oxopyridazine). Isolated yield 68.9%. RXN SMILES: [C:1](O)(=O)/[C:2](=[C:4](\[CH:6]=[O:7])/[Br:5])/[Br:3].[F:10][C:11]([F:21])([F:20])[C:12]1[CH:13]=[C:14]([NH:18][NH2:19])[CH:15]=[CH:16][CH:17]=1>C(O)C>[F:10][C:11]([F:20])([F:21])[C:12]1[CH:13]=[C:14]([N:18]2[C:6](=[O:7])[C:4]([Br:5])=[C:2]([Br:3])[CH:1]=[N:19]2)[CH:15]=[CH:16][CH:17]=1. Procedure details: A solution of 21.4 grams of mucobromic acid and 13.3 grams of 3-trifluoromethylphenyl hydrazine in 60 milliliters of ethanol was stirred for about 10 minutes. The ethanol was removed by evaporation under reduced pressure, and then 40 milliliters each of glacial acetic acid and acetic anhydride were added to the reaction vessel. The acidic reaction mixture was heated at reflux for 4 hours. The reaction solvent was removed by evaporation under reduced pressure whereupon a solid precipitate formed....